From a dataset of the Open Reaction Database (ORD), a public repository of structured organic reaction records. describe an organic reaction: reactants, conditions, products, and yield The reactants are C(=O)(OC)CCCCCCCCCCCCCCCNC1=CC=C(C(=O)O)C=C1 (4-(15-carbomethoxypentadecylamino)benzoic acid), B(F)(F)F.CCOCC (boron trifluoride etherate), ice. Run in CO (methanol). The product is C(=O)(OC)CCCCCCCCCCCCCCCNC1=CC=C(C(=O)OC)C=C1 (methyl 4-(15-carbomethoxypentadecylamino)benzoate). As a reaction SMILES: [C:1]([CH2:5][CH2:6][CH2:7][CH2:8][CH2:9][CH2:10][CH2:11][CH2:12][CH2:13][CH2:14][CH2:15][CH2:16][CH2:17][CH2:18][CH2:19][NH:20][C:21]1[CH:29]=[CH:28][C:24]([C:25]([OH:27])=[O:26])=[CH:23][CH:22]=1)([O:3][CH3:4])=[O:2].B(F)(F)F.[CH3:34]COCC>CO>[C:1]([CH2:5][CH2:6][CH2:7][CH2:8][CH2:9][CH2:10][CH2:11][CH2:12][CH2:13][CH2:14][CH2:15][CH2:16][CH2:17][CH2:18][CH2:19][NH:20][C:21]1[CH:22]=[CH:23][C:24]([C:25]([O:27][CH3:34])=[O:26])=[CH:28][CH:29]=1)([O:3][CH3:4])=[O:2] |f:1.2|. Reported procedure: A solution of 50.5 g. of 4-(15-carbomethoxypentadecylamino)benzoic acid and 34.4 ml. of boron trifluoride etherate in 200 ml. of methanol is stirred under reflux for 4 hours, allowed to cool, and is poured into 1.20 liters of ice cold 5% aqueous sodium carbonate solution. The white solid is collected by filtration and recrystallized from benzene-ethanol to yield methyl 4-(15-carbomethoxypentadecylamino)benzoate, m.p. 92°-93° C. Solvent: CN(C)C=O (DMF). Isolated yield 80.0%. The reactants are COC(=O)C=1OC2=C(C1)C=C(C=C2)O (5-hydroxy-benzofuran-2-carboxylic acid methyl ester), ClC=1SC2=C(N1)C=CC=C2 (2-chlorobenzothiazole), C(=O)([O-])[O-].[Cs+].[Cs+] (Cs2CO3), resultant suspension. Reported procedure: To a solution of 5-hydroxy-benzofuran-2-carboxylic acid methyl ester (300 mg, 1.56 mmol) in DMF (5 mL) was added 2-chlorobenzothiazole (263 mg, 1.56 mmol) and Cs2CO3 (590 mg, 1.87 mmol). The resultant suspension was warmed (50° C., 18 h). The reaction mixture was concentrated under a stream of nitrogen. The resultant residue was purified by silica gel flash chromatography using EtOAc:hexane (10-30%) to provide the title compound (406 mg, 80%). MS (ESI): mass calcd for C17H11NO4S, 325.0; m/z foun... The product is COC(=O)C=1OC2=C(C1)C=C(C=C2)OC=2SC1=C(N2)C=CC=C1 (5-(Benzothiazol-2-yloxy)-benzofuran-2-carboxylic acid methyl ester). RXN SMILES: [CH3:1][O:2][C:3]([C:5]1[O:6][C:7]2[CH:13]=[CH:12][C:11]([OH:14])=[CH:10][C:8]=2[CH:9]=1)=[O:4].Cl[C:16]1[S:17][C:18]2[CH:24]=[CH:23][CH:22]=[CH:21][C:19]=2[N:20]=1.C([O-])([O-])=O.[Cs+].[Cs+]>CN(C=O)C>[CH3:1][O:2][C:3]([C:5]1[O:6][C:7]2[CH:13]=[CH:12][C:11]([O:14][C:16]3[S:17][C:18]4[CH:24]=[CH:23][CH:22]=[CH:21][C:19]=4[N:20]=3)=[CH:10][C:8]=2[CH:9]=1)=[O:4] |f:2.3.4|. The reactants are NS(=O)(=O)CCCCl, [N-]=[N+]=NCC(N)=O. The product is [N-]=[N+]=NCCCS(N)(=O)=O. RXN SMILES: [Cl:8][CH2:9][CH2:10][CH2:11][S:12](=[O:13])(=[O:14])[NH2:15].[N:1](=[N+:2]=[N-:3])[CH2:4][C:5]([NH2:6])=[O:7]>>[N:1](=[N+:2]=[N-:3])[CH2:4][CH2:5][CH2:11][S:12](=[O:13])(=[O:14])[NH2:15]. Yields the product O=[N+]([O-])c1ccc(Sc2nc([N+](=O)[O-])c[nH]2)cc1. Starting materials: N#CCCn1c([N+](=O)[O-])cnc1Sc1ccc([N+](=O)[O-])cc1, CCOC(C)=O, Cl, C1CCOC1, O. RXN SMILES: [C:6]([CH2:7][CH2:8][n:10]1[c:11]([S:18][c:19]2[cH:20][cH:21][c:22]([N+:25](=[O:26])[O-:27])[cH:23][cH:24]2)[n:12][cH:13][c:14]1[N+:15](=[O:16])[O-:17])#[N:9].[CH3:30][CH2:31][O:32][C:33](=[O:34])[CH3:35].[ClH:28].[O:1]1[CH2:2][CH2:3][CH2:4][CH2:5]1.[OH2:29]>>[n:10]1[c:11]([S:18][c:19]2[cH:20][cH:21][c:22]([N+:25](=[O:26])[O-:27])[cH:23][cH:24]2)[nH:12][cH:13][c:14]1[N+:15](=[O:16])[O-:17]. The reactants are CCN1CCOCC1, CN1C(=O)CCC1C(=O)O, CCN=C=NCCCN(C)C, NCc1ccc(F)cc1Cl, ClCCl, Cl, On1nnc2ccccc21. Product: CN1C(=O)CCC1C(=O)NCc1ccc(F)cc1Cl. As a reaction SMILES: [CH2:31]([N:32]1[CH2:33][CH2:34][O:35][CH2:36][CH2:37]1)[CH3:38].[CH3:1][N:2]1[CH:3]([C:4](=[O:5])[OH:6])[CH2:7][CH2:8][C:9]1=[O:10].[CH3:40][N:41]([CH3:42])[CH2:43][CH2:44][CH2:45][N:46]=[C:47]=[N:48][CH2:49][CH3:50].[Cl:21][c:22]1[c:23]([CH2:29][NH2:30])[cH:24][cH:25][c:26]([F:28])[cH:27]1.[Cl:51][CH2:52][Cl:53].[ClH:39].[OH:11][n:12]1[c:13]2[cH:14][cH:15][cH:16][cH:17][c:18]2[n:19][n:20]1>>[CH3:1][N:2]1[CH:3]([C:4](=[O:6])[NH:30][CH2:29][c:23]2[c:22]([Cl:21])[cH:27][c:26]([F:28])[cH:25][cH:24]2)[CH2:7][CH2:8][C:9]1=[O:10]. Starting materials: CO.C(Cl)Cl (MeOH DCM), COC([C@@H](NC(=O)OC(C)(C)C)CC1=CC=C(C=C1)O)=O (N-(BOC)-(S)-tyrosine methyl ester), C([O-])([O-])=O.[K+].[K+] (potassium carbonate), Intermediate 3, CN(C)C=O (DMF). Conditions: time 18 hour. Yields the product C1(=NC=CC2=CC=NC=C12)OC1=CC=C(C=C1)C[C@@H](C(=O)OC)N (Methyl (S)-3-[4-(2,7-naphthyridin-1-yloxy)phenyl]-2-aminopropanoate). The yield is 71.0%. Reaction SMILES: [CH3:1][O:2][C:3](=[O:21])[C@H:4]([CH2:13][C:14]1[CH:19]=[CH:18][C:17](O)=[CH:16][CH:15]=1)[NH:5]C(OC(C)(C)C)=O.C(=O)([O-])[O-].[K+].[K+].[CH3:28][OH:29].C(Cl)Cl.[CH3:33][N:34]([CH:36]=O)C>>[C:28]1([O:29][C:17]2[CH:16]=[CH:15][C:14]([CH2:13][C@H:4]([NH2:5])[C:3]([O:2][CH3:1])=[O:21])=[CH:19][CH:18]=2)[C:19]2[C:14](=[CH:15][CH:33]=[N:34][CH:36]=2)[CH:13]=[CH:4][N:5]=1 |f:1.2.3,4.5|. Procedure: A mixture of N-(BOC)-(S)-tyrosine methyl ester (1.71 g, 5.80 (mmol) potassium carbonate (0.80 g, 5.80 mmol) and Intermediate 3 (1.0 g, 6.08 mmol) in dry DMF (10 ml) was stirred at room temperature for 18 h, and at 40° for 18 h. The DMF was removed in vacuo and the residue partitioned between EtOAc (80 ml) and 10% aqueous Na2CO3 (20 ml). The phases were separated and the aqueous layer re-extracted with EtOAc (2×20 ml). The combined organic extracts were washed with brine (10 ml), dried (Na2SO4) a... The reactants are CCOC(=O)C1(Cc2ccccc2)CCN(Cc2ccccc2)CC1, CO, Cl. The product is CCOC(=O)C1(Cc2ccccc2)CCNCC1. As a reaction SMILES: [CH2:1]([CH3:2])[O:3][C:4](=[O:5])[C:6]1([CH2:19][c:20]2[cH:21][cH:22][cH:23][cH:24][cH:25]2)[CH2:7][CH2:8][N:9]([CH2:12][c:13]2[cH:14][cH:15][cH:16][cH:17][cH:18]2)[CH2:10][CH2:11]1.[CH3:27][OH:28].[ClH:26]>>[CH2:1]([CH3:2])[O:3][C:4](=[O:5])[C:6]1([CH2:19][c:20]2[cH:21][cH:22][cH:23][cH:24][cH:25]2)[CH2:7][CH2:8][NH:9][CH2:10][CH2:11]1. Reaction SMILES: [Br:1][c:2]1[c:3]([C:27]([F:28])([F:29])[F:30])[cH:4][c:5]2[c:6]([nH:7][c:8]([N:10]3[CH2:11][CH2:12][N:13]([c:16]4[n:17][cH:18][cH:19][cH:20][c:21]4[C:22]([F:23])([F:24])[F:25])[CH2:14][CH2:15]3)[n:9]2)[cH:26]1.[CH3:40][Si:41]([CH2:42][CH2:43][O:44][CH2:45][Cl:46])([CH3:47])[CH3:48].[CH:31]([N:32]([CH2:33][CH3:34])[CH:35]([CH3:36])[CH3:37])([CH3:38])[CH3:39].[Cl:49][CH2:50][Cl:51]>>[Br:1][c:2]1[c:3]([C:27]([F:28])([F:29])[F:30])[cH:4][c:5]2[c:6]([n:7][c:8]([N:10]3[CH2:11][CH2:12][N:13]([c:16]4[n:17][cH:18][cH:19][cH:20][c:21]4[C:22]([F:23])([F:24])[F:25])[CH2:14][CH2:15]3)[n:9]2[CH2:45][O:44][CH2:43][CH2:42][Si:41]([CH3:40])([CH3:47])[CH3:48])[cH:26]1. The reactants are FC(F)(F)c1cc2nc(N3CCN(c4ncccc4C(F)(F)F)CC3)[nH]c2cc1Br, C[Si](C)(C)CCOCCl, CCN(C(C)C)C(C)C, ClCCl. Yields the product C[Si](C)(C)CCOCn1c(N2CCN(c3ncccc3C(F)(F)F)CC2)nc2cc(Br)c(C(F)(F)F)cc21. The reactants are COC(C(C(=O)OC)(CC(=O)C1=CC=C(C=C1)S(=O)(=O)C)CC(=O)C1=CC=C(C=C1)F)=O (dimethyl2-[2-(4-fluorophenyl)-2-oxoethyl]-2-[2-[4-(methylsulfonyl)phenyl]-2-oxoethyl ]propanedioate). The reagents and catalysts are [Zn] (zinc), [Ti](Cl)(Cl)(Cl)Cl (titanium(IV) chloride). The solvent is C1CCOC1 (THF), C1CCOC1 (THF). Product: FC1=CC=C(C=C1)C1=C(CC(C1)(C(=O)OC)C(=O)OC)C1=CC=C(C=C1)S(=O)(=O)C (1-[2 -(4-fluorophenyl)-4,4-dicarbomethoxycyclopenten-1-yl]-4-(methylsulfonyl)benzene). Isolated yield 44.8%. RXN SMILES: [CH3:1][O:2][C:3](=[O:32])[C:4]([CH2:22][C:23]([C:25]1[CH:30]=[CH:29][C:28]([F:31])=[CH:27][CH:26]=1)=O)([CH2:9][C:10]([C:12]1[CH:17]=[CH:16][C:15]([S:18]([CH3:21])(=[O:20])=[O:19])=[CH:14][CH:13]=1)=O)[C:5]([O:7][CH3:8])=[O:6]>C1COCC1.[Zn].[Ti](Cl)(Cl)(Cl)Cl>[F:31][C:28]1[CH:29]=[CH:30][C:25]([C:23]2[CH2:22][C:4]([C:5]([O:7][CH3:8])=[O:6])([C:3]([O:2][CH3:1])=[O:32])[CH2:9][C:10]=2[C:12]2[CH:17]=[CH:16][C:15]([S:18]([CH3:21])(=[O:19])=[O:20])=[CH:14][CH:13]=2)=[CH:26][CH:27]=1. Procedure details: To a vigorously stirred mixture of 50.4 g (771 mmol) of zinc dust in 640 mL of THF at -78° C. under an atmosphere of nitrogen was added dropwise 60.4 mL (551 mmol) of titanium(IV) chloride. The reaction was warmed to ambient temperature with a water bath and then stirred at reflux for 1 hour. To the resulting dark mixture under reflux was added a solution of 15 g (32.3 mmol) of dimethyl2-[2-(4-fluorophenyl)-2-oxoethyl]-2-[2-[4-(methylsulfonyl)phenyl]-2-oxoethyl ]propanedioate (prepared above) in... Reactants: CCO, CC(C)n1nc(-c2nc(C(N)=O)c(N)nc2-c2ccccc2Br)ccc1=O, [Na+], [OH-]. Yields the product CC(C)n1nc(-c2nc(C(=O)O)c(N)nc2-c2ccccc2Br)ccc1=O. RXN SMILES: [CH3:30][CH2:31][OH:32].[NH2:1][c:2]1[c:3]([C:25](=[O:26])[NH2:27])[n:4][c:5](-[c:15]2[n:16][n:17]([CH:22]([CH3:23])[CH3:24])[c:18](=[O:21])[cH:19][cH:20]2)[c:6](-[c:8]2[c:9]([Br:14])[cH:10][cH:11][cH:12][cH:13]2)[n:7]1.[Na+:29].[OH-:28]>>[NH2:1][c:2]1[c:3]([C:25](=[O:26])[OH:28])[n:4][c:5](-[c:15]2[n:16][n:17]([CH:22]([CH3:23])[CH3:24])[c:18](=[O:21])[cH:19][cH:20]2)[c:6](-[c:8]2[c:9]([Br:14])[cH:10][cH:11][cH:12][cH:13]2)[n:7]1.